This data is from the Open Reaction Database (ORD), a public repository of structured organic reaction records. The task is: describe an organic reaction: reactants, conditions, products, and yield Reactants: [H-].[Al+3].[Li+].[H-].[H-].[H-] (lithium aluminum hydride), C1(=CC=CC=C1)C1=NC2=C(C=3C=CC=CC13)NN=C2C(=O)OC (Methyl 5-phenyl-1H-pyrazolo[4,3-c]isoquinoline-3-carboxylate), O (water). Run in O1CCCC1 (tetrahydrofuran), O1CCCC1 (tetrahydrofuran). Run at time 10 minute. Yields the product C1(=CC=CC=C1)C1=NC2=C(C=3C=CC=CC13)NN=C2CO ((5-Phenyl-1H-pyrazolo[4,3-c]isoquinolin-3-yl)methanol). Reaction SMILES: [H-].[Al+3].[Li+].[H-].[H-].[H-].[C:7]1([C:13]2[C:22]3[CH:21]=[CH:20][CH:19]=[CH:18][C:17]=3[C:16]3[NH:23][N:24]=[C:25]([C:26](OC)=[O:27])[C:15]=3[N:14]=2)[CH:12]=[CH:11][CH:10]=[CH:9][CH:8]=1.O>O1CCCC1>[C:7]1([C:13]2[C:22]3[CH:21]=[CH:20][CH:19]=[CH:18][C:17]=3[C:16]3[NH:23][N:24]=[C:25]([CH2:26][OH:27])[C:15]=3[N:14]=2)[CH:8]=[CH:9][CH:10]=[CH:11][CH:12]=1 |f:0.1.2.3.4.5|. Reported procedure: 7.5 mg of lithium aluminum hydride were initially introduced into 1.5 ml of tetrahydrofuran and the mixture was stirred for 10 min. 6 mg of methyl 5-phenyl-1H-pyrazolo[4,3-c]isoquinoline-3-carboxylate (61) in 1.5 ml of tetrahydrofuran were then added dropwise. The mixture was stirred at 80° C. for 3 h, after which water was added and the whole was extracted with methylene chloride. The organic phase was dried over magnesium sulfate and concentrated under reduced pressure, and the residue was pur... The reactants are CC1(C(N2C(S1)=NC=C2)=NOC(NC)=O)C (2,2-dimethyl-3-[O-(methyl carbamoyl)oximino]-2,3-dihydroimidazo[2,1-b]thiazole), C(C)(=O)OO (peracetic acid). Run in C(C)OC(C)=O (ethylacetate). Conditions: time 1 day. Yields the product CC1(C(N2C(S1=O)=NC=C2)=NOC(NC)=O)C (2,2-Dimethyl-3-[O-(methylcarbamoyl)oximino]-2,3-dihydroimidazo[2,1-b]thiazole-1-oxide). Isolated yield 70.0%. Reaction SMILES: [CH3:1][C:2]1([CH3:16])[S:6][C:5]2=[N:7][CH:8]=[CH:9][N:4]2[C:3]1=[N:10][O:11][C:12](=[O:15])[NH:13][CH3:14].C(OO)(=[O:19])C>C(OC(=O)C)C>[CH3:1][C:2]1([CH3:16])[S:6](=[O:19])[C:5]2=[N:7][CH:8]=[CH:9][N:4]2[C:3]1=[N:10][O:11][C:12](=[O:15])[NH:13][CH3:14]. Procedure details: A 2.0 g (8.32 mmol) quantity of 2,2-dimethyl-3-[O-(methyl carbamoyl)oximino]-2,3-dihydroimidazo[2,1-b]thiazole was dissolved in 300 ml of ethylacetate. The solution was cooled to -15° before 1.33 g (17.5 mmol) of peracetic acid was added. The reaction mixture was allowed to warm to 25° and stirred for 1 d, followed by concentration to ca. 100 ml and placing in the freezer overnight. The precipitate was collected to give 1.5 g (70%) of product. m.p. 147.5°-149°.